From a dataset of the Open Reaction Database (ORD), a public repository of structured organic reaction records. describe an organic reaction: reactants, conditions, products, and yield The reactants are C(C)(C)OC1=NC=CC=C1B(O)O ((2-isopropoxypyridin-3-yl)boronic acid), BrC1=CC(=C(C=C1)C=1N=CC(=NC1)N)F (5-(4-bromo-2-fluorophenyl)pyrazin-2-amine). Product: FC1=C(C=CC(=C1)C=1C(=NC=CC1)OC(C)C)C=1N=CC(=NC1)N (5-{2-Fluoro-4-[2-(1-methylethoxy)pyridin-3-yl]phenyl}pyrazin-2-amine). Reported procedure: The title compound was prepared using methods analogous to those described in Example 369 using (2-isopropoxypyridin-3-yl)boronic acid and 5-(4-bromo-2-fluorophenyl)pyrazin-2-amine in Step B. MS (ESI): mass calcd. for C18H17FN4O, 324.14; m/z found, 325.1 [M+H]+. 1H NMR (400 MHz, CDCl3) δ 8.63-8.57 (m, 1H), 8.18-8.13 (m, 1H), 8.12 (d, J=1.4, 1H), 7.99-7.90 (m, 1H), 7.69-7.62 (m, 1H), 7.58-7.41 (m, 2H), 6.98-6.91 (m, 1H), 5.49-5.35 (m, 1H), 4.68 (s, 2H), 1.37 (d, J=6.2, 6H). Reaction SMILES: [CH:1]([O:4][C:5]1[C:10](B(O)O)=[CH:9][CH:8]=[CH:7][N:6]=1)([CH3:3])[CH3:2].Br[C:15]1[CH:20]=[CH:19][C:18]([C:21]2[N:22]=[CH:23][C:24]([NH2:27])=[N:25][CH:26]=2)=[C:17]([F:28])[CH:16]=1>>[F:28][C:17]1[CH:16]=[C:15]([C:10]2[C:5]([O:4][CH:1]([CH3:3])[CH3:2])=[N:6][CH:7]=[CH:8][CH:9]=2)[CH:20]=[CH:19][C:18]=1[C:21]1[N:22]=[CH:23][C:24]([NH2:27])=[N:25][CH:26]=1. The reactants are C(C1=CC=CC=C1)OC(NCCC[C@@H](CC(=O)NC[C@H](CCCNC(=O)OC(C)(C)C)NC(=O)OC(C)(C)C)NC(=O)OC(C)(C)C)=O (Benzyl{(4S)-6-({(2S)-2,5-bis[(tert-butoxycarbonyl)amino]pentyl}amino)-4-[(tert-butoxycarbonyl)amino]-6-oxohexyl}carbamate). The reagents and catalysts are [Pd] (palladium on activated carbon). Solvent: C(C)O (ethanol). Reaction conditions: time 12 hour. Yields the product C(C)(C)(C)OC(N[C@@H](CCCN)CC(=O)NC[C@H](CCCNC(=O)OC(C)(C)C)NC(=O)OC(C)(C)C)=O (tert-Butyl{(1S)-4-amino-1-[2-({(2S)-2,5-bis[(tert-butoxycarbonyl)amino]pentyl}amino)-2-oxoethyl]butyl}carbamate). As a reaction SMILES: C(OC(=O)[NH:10][CH2:11][CH2:12][CH2:13][C@H:14]([NH:40][C:41]([O:43][C:44]([CH3:47])([CH3:46])[CH3:45])=[O:42])[CH2:15][C:16]([NH:18][CH2:19][C@@H:20]([NH:32][C:33]([O:35][C:36]([CH3:39])([CH3:38])[CH3:37])=[O:34])[CH2:21][CH2:22][CH2:23][NH:24][C:25]([O:27][C:28]([CH3:31])([CH3:30])[CH3:29])=[O:26])=[O:17])C1C=CC=CC=1>[Pd].C(O)C>[C:44]([O:43][C:41](=[O:42])[NH:40][C@H:14]([CH2:15][C:16]([NH:18][CH2:19][C@@H:20]([NH:32][C:33]([O:35][C:36]([CH3:39])([CH3:38])[CH3:37])=[O:34])[CH2:21][CH2:22][CH2:23][NH:24][C:25]([O:27][C:28]([CH3:29])([CH3:31])[CH3:30])=[O:26])=[O:17])[CH2:13][CH2:12][CH2:11][NH2:10])([CH3:45])([CH3:46])[CH3:47]. Reported procedure: 20 mg of palladium on activated carbon (10%) are added to a mixture of 0.127 g (0.19 mmol) of the compound from Example 230A in 10 ml of ethanol, and the mixture is then hydrogenated under atmospheric pressure for 12 h. The reaction mixture is filtered through kieselguhr, and the filtrate is concentrated in vacuo and dried under high vacuum. The crude product is reacted without further purification. Starting materials: C(C1=CC=CC=C1)N1C2CC(CC1CC2)(O)C2=C(C=CC=C2)Cl (8-Benzyl-3-(2-chloro-phenyl)-8-aza-bicyclo[3.2.1]octan-3-ol), ClC(C)OC(=O)Cl (1-chloroethylchloroformate). Solvent: CO (methanol). The product is ClC1=C(C=CC=C1)C1(CC2CCC(C1)N2)O (3-(2-Chloro-phenyl)-8-aza-bicyclo[3.2.1]octan-3-ol). Yield: 54.3%. Reaction SMILES: C([N:8]1[CH:13]2[CH2:14][CH2:15][CH:9]1[CH2:10][C:11]([C:17]1[CH:22]=[CH:21][CH:20]=[CH:19][C:18]=1[Cl:23])([OH:16])[CH2:12]2)C1C=CC=CC=1.ClC(OC(Cl)=O)C>CO>[Cl:23][C:18]1[CH:19]=[CH:20][CH:21]=[CH:22][C:17]=1[C:11]1([OH:16])[CH2:10][CH:9]2[NH:8][CH:13]([CH2:14][CH2:15]2)[CH2:12]1. Procedure details: 8-Benzyl-3-(2-chloro-phenyl)-8-aza-bicyclo[3.2.1]octan-3-ol (0.30 g, 0.93 mmol) was dissolved in methanol (5 mL) and 1-chloroethylchloroformate (0.14 mL) was added. The mixture was heated at reflux for 6 hours and allowed to cool. The solvent was removed by evaporation under vacuum and the residue precipitated from ethyl acetate with ether to give a white solid (0.12 g, 56%). LCMS m/z 287.2 [M+H]+. R.T.=1.96 min (Analytical Method 4). Solvent: CO (MeOH), O (H2O). Reported procedure: To a solution of iii (0.90 g, 2.74 mmol) in MeOH (25 mL) was added a solution of NaOH (0.55 g, 13.70 mmol) in H2O (5 mL). The resulting solution was heated at 70° C. for 3-4 h then cooled to RT and the solvent removed in vacuo. Water was added to the residue and this mixture extracted with EtOAc (2×50 mL). The organic layer was discarded, and the aqueous portion was carefully acidified (under ice-cooling) with 6N HCl till pH 5. The resulting precipitate was filtered, washed with ice-cold water a... The product is C(C)NC(NC1=NC=C(C(=O)O)C(=C1)NC1=CC=CC=C1)=O (6-(3-Ethylureido)-4-(phenylamino)nicotinic acid). Reactants: C(C)NC(NC1=NC=C(C(=O)OCC)C(=C1)NC1=CC=CC=C1)=O (Ethyl 6-(3-ethylureido)-4-(phenylamino)nicotinate), [OH-].[Na+] (NaOH). Reaction conditions: temperature 70 celsius. Isolated yield 85.1%. RXN SMILES: [CH2:1]([NH:3][C:4](=[O:24])[NH:5][C:6]1[CH:16]=[C:15]([NH:17][C:18]2[CH:23]=[CH:22][CH:21]=[CH:20][CH:19]=2)[C:9]([C:10]([O:12]CC)=[O:11])=[CH:8][N:7]=1)[CH3:2].[OH-].[Na+]>CO.O>[CH2:1]([NH:3][C:4](=[O:24])[NH:5][C:6]1[CH:16]=[C:15]([NH:17][C:18]2[CH:19]=[CH:20][CH:21]=[CH:22][CH:23]=2)[C:9]([C:10]([OH:12])=[O:11])=[CH:8][N:7]=1)[CH3:2] |f:1.2|. Starting materials: CO, COC1=C(OC)C(=O)C(Cc2ccc(OC(C)=O)c(C(=O)NC3CCCCC3)c2)=C(C)C1=O, [Na+], O, O=C([O-])O. Yields the product COC1=C(OC)C(=O)C(Cc2ccc(O)c(C(=O)NC3CCCCC3)c2)=C(C)C1=O. RXN SMILES: [CH3:39][OH:40].[CH:1]1([NH:7][C:8]([c:9]2[c:10]([O:29][C:30](=[O:31])[CH3:32])[cH:11][cH:12][c:13]([CH2:15][C:16]3=[C:21]([CH3:22])[C:20](=[O:23])[C:19]([O:24][CH3:25])=[C:18]([O:26][CH3:27])[C:17]3=[O:28])[cH:14]2)=[O:33])[CH2:2][CH2:3][CH2:4][CH2:5][CH2:6]1.[Na+:34].[OH2:41].[OH:35][C:36](=[O:37])[O-:38]>>[CH:1]1([NH:7][C:8]([c:9]2[c:10]([OH:29])[cH:11][cH:12][c:13]([CH2:15][C:16]3=[C:21]([CH3:22])[C:20](=[O:23])[C:19]([O:24][CH3:25])=[C:18]([O:26][CH3:27])[C:17]3=[O:28])[cH:14]2)=[O:33])[CH2:2][CH2:3][CH2:4][CH2:5][CH2:6]1. Reaction conditions: time 10 minute. The yield is 100.8%. The solvent is CCOCC (Et2O), CN(C)C=O (DMF). The reactants are O (water), BrC=1C=C(C=CC1OC)CO ((3-bromo-4-methoxyphenyl)methanol), CC(C)(C)[Si](C)(C)Cl (TBSCl), N1C=NC=C1 (imidazole). As a reaction SMILES: [Br:1][C:2]1[CH:3]=[C:4]([CH2:10][OH:11])[CH:5]=[CH:6][C:7]=1[O:8][CH3:9].[CH3:12][C:13]([Si:16](Cl)([CH3:18])[CH3:17])([CH3:15])[CH3:14].N1C=CN=C1.O>CN(C=O)C.CCOCC>[Br:1][C:2]1[CH:3]=[C:4]([CH:5]=[CH:6][C:7]=1[O:8][CH3:9])[CH2:10][O:11][Si:16]([C:13]([CH3:15])([CH3:14])[CH3:12])([CH3:18])[CH3:17]. Yields the product BrC=1C=C(CO[Si](C)(C)C(C)(C)C)C=CC1OC ([(3-bromo-4-methoxybenzyl)oxy] (tert-butyl) dimethyl silane). Procedure details: To a solution of 98.8 g of the compound obtained in Step 204-1 in DMF (455 ml) was added 72.0 g of TBSCl and 62.0 g of imidazole under ice cooling, and the reaction mixture was stirred for 10 minutes. The solution was warmed to room temperature then stirred for two hours, water and Et2O were added and liquid separation was performed. The organic layer was washed with saturated brine and dried over MgSO4, then, the drying agent was separated by filtration and the solvent was evaporated under redu... Starting materials: O=C1C(CCCC1)CCC#N (2-oxo-1-cyclohexanepropionitrile), crude product, C(C)(C)(C)C1C(C(CCC1)Cl)=O (2-tert-butyl-6-chloro-cyclohexanone). Product: ClC1C(C(CCC1)CCC#N)=O (3-(3-chloro-2-oxo-cyclohexyl)-propionitrile). Reaction SMILES: [O:1]=[C:2]1[CH2:7][CH2:6][CH2:5][CH2:4][CH:3]1[CH2:8][CH2:9][C:10]#[N:11].C(C1CCCC([Cl:22])C1=O)(C)(C)C>>[Cl:22][CH:7]1[CH2:6][CH2:5][CH2:4][CH:3]([CH2:8][CH2:9][C:10]#[N:11])[C:2]1=[O:1]. Procedure details: The chlorination of 2-oxo-1-cyclohexanepropionitrile takes place in a manner similar to that described above for the preparation of 2-tert-butyl-6-chloro-cyclohexanone. The title compound is reacted as a crude product without further characterization.